Dataset: the Open Reaction Database (ORD), a public repository of structured organic reaction records. Task: describe an organic reaction: reactants, conditions, products, and yield Starting materials: COC=1C(C(=C(C(C1OC)=O)C)CCC(=O)OC1=CC=C(C=C1)[N+](=O)[O-])=O (p-nitrophenyl 3-(2,3-dimethoxy-5-methyl-1,4-benzoquinon-6yl)propionate), C(C1=CC=CC=C1)N[C@@H](CC1=CC=C(C=C1)O)C(=O)O (benzyl-L-tyrosine). Product: COC=1C(C(=C(C(C1OC)=O)C)CCC(=O)N[C@@H](CC1=CC=C(C=C1)O)C(=O)O)=O (3-(2,3-dimethoxy-5-methyl-1,4-benzoquinon-6-yl)propionyl-L-tyrosine). Isolated yield 20.6%. RXN SMILES: [CH3:1][O:2][C:3]1[C:4](=[O:27])[C:5]([CH2:13][CH2:14][C:15]([O:17]C2C=CC([N+]([O-])=O)=CC=2)=O)=[C:6]([CH3:12])[C:7](=[O:11])[C:8]=1[O:9][CH3:10].C([NH:35][C@H:36]([C:45]([OH:47])=[O:46])[CH2:37][C:38]1[CH:43]=[CH:42][C:41]([OH:44])=[CH:40][CH:39]=1)C1C=CC=CC=1>>[CH3:1][O:2][C:3]1[C:4](=[O:27])[C:5]([CH2:13][CH2:14][C:15]([NH:35][C@H:36]([C:45]([OH:47])=[O:46])[CH2:37][C:38]2[CH:39]=[CH:40][C:41]([OH:44])=[CH:42][CH:43]=2)=[O:17])=[C:6]([CH3:12])[C:7](=[O:11])[C:8]=1[O:9][CH3:10]. Reported procedure: Using p-nitrophenyl 3-(2,3-dimethoxy-5-methyl-1,4-benzoquinon-6yl)propionate (187 mg, 0.5 mmol) and O benzyl-L-tyrosine (136 mg, 0.5 mmol) and following the procedure of Example 4, there was obtained 3-(2,3-dimethoxy-5-methyl-1,4-benzoquinon-6-yl)propionyl-L-tyrosine (43 mg), melting at 170° C. Starting materials: ClCC=1CS[C@H]2N(C1C(=O)OC(C1=CC=CC=C1)C1=CC=CC=C1)C([C@H]2NC(CC=2SC=CC2)=O)=O (Diphenylmethyl 3-chloromethyl-7β-(2'thienylacetamido)-ceph-3-em-4 -carboxylate), [I-].[Na+] (sodium iodide). Run in CC(=O)C (acetone), CC(=O)C (acetone). The product is ICC=1CS[C@H]2N(C1C(=O)OC(C1=CC=CC=C1)C1=CC=CC=C1)C([C@H]2NC(CC=2SC=CC2)=O)=O (Diphenylmethyl 3-iodomethyl-7β -(2'-thienylacetamido)ceph-3-em-4-carboxylate). Yield: 30.0%. Reaction SMILES: Cl[CH2:2][C:3]1[CH2:4][S:5][C@@H:6]2[C@H:26]([NH:27][C:28](=[O:35])[CH2:29][C:30]3[S:31][CH:32]=[CH:33][CH:34]=3)[C:25](=[O:36])[N:7]2[C:8]=1[C:9]([O:11][CH:12]([C:19]1[CH:24]=[CH:23][CH:22]=[CH:21][CH:20]=1)[C:13]1[CH:18]=[CH:17][CH:16]=[CH:15][CH:14]=1)=[O:10].[I-:37].[Na+]>CC(C)=O>[I:37][CH2:2][C:3]1[CH2:4][S:5][C@@H:6]2[C@H:26]([NH:27][C:28](=[O:35])[CH2:29][C:30]3[S:31][CH:32]=[CH:33][CH:34]=3)[C:25](=[O:36])[N:7]2[C:8]=1[C:9]([O:11][CH:12]([C:19]1[CH:24]=[CH:23][CH:22]=[CH:21][CH:20]=1)[C:13]1[CH:18]=[CH:17][CH:16]=[CH:15][CH:14]=1)=[O:10] |f:1.2|. Reported procedure: Diphenylmethyl 3-chloromethyl-7β-(2'thienylacetamido)-ceph-3-em-4 -carboxylate (7.858 g., 14.5 mmole) was dissolved in acetone and reacted with sodium iodide (7.8 g., 50 mmole) in acetone (100 ml.) in the dark for 90 minutes. At the end of this time the solution was filtered and poured into water (750 ml.) containing sodium chloride and sodium thiosulphate. The oil was extracted with ether (4×), and the organic layer washed once with water and twice with brine, and dried and evaporated to a foam... The reactants are O (water), C(C1=CC=CC=C1)Cl (benzylchloride), OC1=C(C=CC=C1)C=CC(C)=O (4-(2-hydroxy phenyl)-but-3-en-2-one), C([O-])([O-])=O.[K+].[K+] (potassium carbonate). Solvent: C(C)C(=O)C (methyl ethyl ketone). Product: C(C1=CC=CC=C1)OC1=C(C=CC=C1)C=CC(C)=O (4-(2-benzyloxyphenyl)-but-3-en-2-one). The yield is 85.5%. Reaction SMILES: [CH2:1](Cl)[C:2]1[CH:7]=[CH:6][CH:5]=[CH:4][CH:3]=1.[OH:9][C:10]1[CH:15]=[CH:14][CH:13]=[CH:12][C:11]=1[CH:16]=[CH:17][C:18](=[O:20])[CH3:19].C(=O)([O-])[O-].[K+].[K+].O>C(C(C)=O)C>[CH2:1]([O:9][C:10]1[CH:15]=[CH:14][CH:13]=[CH:12][C:11]=1[CH:16]=[CH:17][C:18](=[O:20])[CH3:19])[C:2]1[CH:7]=[CH:6][CH:5]=[CH:4][CH:3]=1 |f:2.3.4|. Reported procedure: A mixture of benzylchloride (8.8 g), 4-(2-hydroxy phenyl)-but-3-en-2-one (11.4 g) and anhydrous potassium carbonate (11.0 g) in methyl ethyl ketone (100 ml) was stirred and heated under reflux for 5 hours. The mixture was poured into water (300 ml) and extracted with chloroform (200 ml). The chloroform extracts were washed with dilute sodium hydroxide solution and then dried over magnesium sulphate and evaporated to give 4-(2-benzyloxyphenyl)-but-3-en-2-one (15 g) as a pale yellow oil. Reactants: CC(=O)NCC(C(=O)Nc1ccccc1)c1ccc(C(=O)OC(C)(C)C)cc1, ClCCl, O=C(O)C(F)(F)F. Yields the product CC(=O)NCC(C(=O)Nc1ccccc1)c1ccc(C(=O)O)cc1. Reaction SMILES: [C:1]([CH3:2])(=[O:3])[NH:4][CH2:5][CH:6]([C:7](=[O:8])[NH:9][c:10]1[cH:11][cH:12][cH:13][cH:14][cH:15]1)[c:16]1[cH:17][cH:18][c:19]([C:20](=[O:21])[O:22][C:23]([CH3:24])([CH3:25])[CH3:26])[cH:27][cH:28]1.[Cl:36][CH2:37][Cl:38].[OH:29][C:30]([C:31]([F:32])([F:33])[F:34])=[O:35]>>[C:1]([CH3:2])(=[O:3])[NH:4][CH2:5][CH:6]([C:7](=[O:8])[NH:9][c:10]1[cH:11][cH:12][cH:13][cH:14][cH:15]1)[c:16]1[cH:17][cH:18][c:19]([C:20](=[O:21])[OH:22])[cH:27][cH:28]1. The reactants are FC(C1=CC=C(C=C1)C1=CC=C(C=C1)C(=O)O)(F)F (4′-trifluoromethyl-biphenyl-4-carboxylic acid), COC([C@@H](N)CC1=CC=C(C=C1)O)=O (tyrosine methyl ester), compound, FC1=CC=C(C=C1)C#N (1-fluoro-4-cyanobenzene). Yields the product COC(CC)=O (propionic acid methyl ester), COC([C@H](CC1=CC=C(C=C1)OC1=CC=C(C=C1)C#N)NC(=O)C1=CC=C(C=C1)C1=CC=C(C=C1)C(F)(F)F)=O (3-[4-(4-cyano-phenoxy)-phenyl]-(2S)-[(4′-trifluoromethyl-biphenyl-4-carbonyl)-amino]-propionic acid methyl ester). RXN SMILES: [F:1][C:2]([F:19])([F:18])[C:3]1[CH:8]=[CH:7][C:6]([C:9]2[CH:14]=[CH:13][C:12]([C:15]([OH:17])=O)=[CH:11][CH:10]=2)=[CH:5][CH:4]=1.[CH3:20][O:21][C:22](=[O:33])[C@H:23]([CH2:25][C:26]1[CH:31]=[CH:30][C:29]([OH:32])=[CH:28][CH:27]=1)[NH2:24].F[C:35]1[CH:40]=[CH:39][C:38]([C:41]#[N:42])=[CH:37][CH:36]=1>>[CH3:20][O:21][C:22](=[O:33])[CH2:23][CH3:25].[CH3:20][O:21][C:22](=[O:33])[C@@H:23]([NH:24][C:15]([C:12]1[CH:11]=[CH:10][C:9]([C:6]2[CH:5]=[CH:4][C:3]([C:2]([F:1])([F:19])[F:18])=[CH:8][CH:7]=2)=[CH:14][CH:13]=1)=[O:17])[CH2:25][C:26]1[CH:27]=[CH:28][C:29]([O:32][C:35]2[CH:40]=[CH:39][C:38]([C:41]#[N:42])=[CH:37][CH:36]=2)=[CH:30][CH:31]=1. Reported procedure: 3-(4-Hydroxy-phenyl)-(2S)-[4′-trifluoromethyl-biphenyl-4-carbonyl)-amino]-propionic acid methyl ester (664 mg) was prepared starting from 4′-trifluoromethyl-biphenyl-4-carboxylic acid (532 mg, 2.0 mmol) and tyrosine methyl ester (462 mg, 2.0 mmol) according to general procedure A. The above compound (443 mg, 1.0 mmol) was treated with 1-fluoro-4-cyanobenzene (181 mg, 1.5 mmol) following general procedure B to give 3-[4-(4-cyano-phenoxy)-phenyl]-(2S)-[(4′-trifluoromethyl-biphenyl-4-carbonyl)-amin... Reactants: C1(=CC=CC=C1)O (phenol), NC1=CC=CC=C1 (aniline), C=O (paraformaldehyde). Product: O1NC=CC2=C1C=CC=C2 (benzoxazine). The yield is 73.7%. As a reaction SMILES: [C:1]1([OH:7])[CH:6]=[CH:5][CH:4]=[CH:3][CH:2]=1.[NH2:8][C:9]1C=CC=C[CH:10]=1.C=O>>[O:7]1[C:1]2[CH:6]=[CH:5][CH:4]=[CH:3][C:2]=2[CH:10]=[CH:9][NH:8]1. Procedure details: At room temperature, phenol, aniline and paraformaldehyde were added according to the molar ratio of phenolic hydroxyl group:amine group:aldehyde group of 1:1:2. After being homogeneously stirred, the mixture was heated to a molten state, reacted for 4 h and placed in a cooling unit to obtain a yellowish, translucent viscous body. The viscous body was washed, purified and dried to obtain a benzoxazine intermediate having the following structural formula, wherein the yield is 73.7%. Reactants: CCOC(=O)Cc1ccc(N2C(=O)c3c(c(OCC)c4ccccc4c3O)C2=O)c(F)c1, O=S(=O)(OCC(F)(F)F)C(F)(F)F, [Na+], [Na+], O=C([O-])[O-], CN(C)C=O, O. Product: CCOC(=O)Cc1ccc(N2C(=O)c3c(c(OCC(F)(F)F)c4ccccc4c3OCC)C2=O)c(F)c1. RXN SMILES: [CH2:1]([CH3:2])[O:3][c:4]1[c:5]2[c:6]([c:7]([OH:28])[c:8]3[c:12]1[C:11](=[O:13])[N:10]([c:14]1[c:15]([F:26])[cH:16][c:17]([CH2:20][C:21](=[O:22])[O:23][CH2:24][CH3:25])[cH:18][cH:19]1)[C:9]3=[O:27])[cH:29][cH:30][cH:31][cH:32]2.[F:39][C:40]([F:41])([F:42])[S:43]([O:44][CH2:45][C:46]([F:47])([F:48])[F:49])(=[O:50])=[O:51].[Na+:33].[Na+:34].[O-:35][C:36](=[O:37])[O-:38].[O:53]=[CH:54][N:55]([CH3:56])[CH3:57].[OH2:52]>>[CH2:1]([CH3:2])[O:3][c:4]1[c:5]2[c:6]([c:7]([O:44][CH2:45][C:46]([F:47])([F:48])[F:49])[c:8]3[c:12]1[C:11](=[O:13])[N:10]([c:14]1[c:15]([F:26])[cH:16][c:17]([CH2:20][C:21](=[O:22])[O:23][CH2:24][CH3:25])[cH:18][cH:19]1)[C:9]3=[O:27])[cH:29][cH:30][cH:31][cH:32]2. Reactants: CCOC(=O)CN(C)c1ccccc1, CO, [Na+], [OH-], O=C(O)CC(O)(CC(=O)O)C(=O)O. The product is CN(CC(=O)O)c1ccccc1. Reaction SMILES: [CH3:1][N:2]([CH2:3][C:4](=[O:5])[O:6][CH2:7][CH3:8])[c:9]1[cH:10][cH:11][cH:12][cH:13][cH:14]1.[CH3:30][OH:31].[Na+:16].[OH-:15].[OH:17][C:18]([CH2:19][C:20]([C:21](=[O:22])[OH:23])([CH2:24][C:25](=[O:26])[OH:27])[OH:28])=[O:29]>>[CH3:1][N:2]([CH2:3][C:4](=[O:5])[OH:6])[c:9]1[cH:10][cH:11][cH:12][cH:13][cH:14]1. The reactants are NC1CCCc2ccccc21, O=Cc1ccc(-c2ccccc2Cl)cc1. Product: Clc1ccccc1-c1ccc(CNC2CCCc3ccccc32)cc1. As a reaction SMILES: [CH:16]1([NH2:26])[CH2:17][CH2:18][CH2:19][c:20]2[cH:21][cH:22][cH:23][cH:24][c:25]21.[Cl:1][c:2]1[c:3](-[c:8]2[cH:9][cH:10][c:11]([CH:14]=[O:15])[cH:12][cH:13]2)[cH:4][cH:5][cH:6][cH:7]1>>[Cl:1][c:2]1[c:3](-[c:8]2[cH:9][cH:10][c:11]([CH2:14][NH:26][CH:16]3[CH2:17][CH2:18][CH2:19][c:20]4[cH:21][cH:22][cH:23][cH:24][c:25]43)[cH:12][cH:13]2)[cH:4][cH:5][cH:6][cH:7]1. Reactants: BrC(C1=CC=CC=C1)C1=CC=CC=C1 (bromodiphenylmethane), C1(=CC=CC=C1)N(CC(=O)N([C@H]1CNCC1)C)C1=CC=CC=C1 ((R)-2-diphenylamino-N-methyl-N-pyrrolidin-3-yl-acetamide), C(=O)([O-])[O-].[K+].[K+] (K2CO3). The solvent is CC(CC)=O (butanone). Yields the product C(C1=CC=CC=C1)(C1=CC=CC=C1)N1C[C@@H](CC1)N(C(CN(C1=CC=CC=C1)C1=CC=CC=C1)=O)C ((R)—N-(1-Benzhydryl-pyrrolidin-3-yl)-2-diphenylamino-N-methyl-acetamide). Reaction SMILES: Br[CH:2]([C:9]1[CH:14]=[CH:13][CH:12]=[CH:11][CH:10]=1)[C:3]1[CH:8]=[CH:7][CH:6]=[CH:5][CH:4]=1.[C:15]1([N:21]([C:32]2[CH:37]=[CH:36][CH:35]=[CH:34][CH:33]=2)[CH2:22][C:23]([N:25]([CH3:31])[C@@H:26]2[CH2:30][CH2:29][NH:28][CH2:27]2)=[O:24])[CH:20]=[CH:19][CH:18]=[CH:17][CH:16]=1.C([O-])([O-])=O.[K+].[K+]>CC(=O)CC>[CH:2]([N:28]1[CH2:29][CH2:30][C@@H:26]([N:25]([CH3:31])[C:23](=[O:24])[CH2:22][N:21]([C:32]2[CH:33]=[CH:34][CH:35]=[CH:36][CH:37]=2)[C:15]2[CH:20]=[CH:19][CH:18]=[CH:17][CH:16]=2)[CH2:27]1)([C:9]1[CH:14]=[CH:13][CH:12]=[CH:11][CH:10]=1)[C:3]1[CH:8]=[CH:7][CH:6]=[CH:5][CH:4]=1 |f:2.3.4|. Procedure: To a solution of bromodiphenylmethane (0.3 g, 1.23 mmol) in butanone (10 ml) was added (R)-2-diphenylamino-N-methyl-N-pyrrolidin-3-yl-acetamide (0.46 g, 1.5 mmol), K2CO3 (0.17 g, 1.23 mmol) and KI (0.2 g, 1.23 mmol). The mixture was heated under reflux for 18 hours, then filtered and the solvent was removed in vacuo. The residue was dissolved in CH2Cl2, (50 ml) and washed with water (10 ml). Drying over MgSO4 and removal of solvent under reduced pressure followed by column chromatography using H...